From a dataset of the Open Reaction Database (ORD), a public repository of structured organic reaction records. describe an organic reaction: reactants, conditions, products, and yield The reactants are CN1CCOCC1 (N-methylmorpholine), Cl.CN(CCCN=C=NCC)C (1-[3-(dimethylamino)propyl]-3-ethylcarbodiimide hydrochloride), C(C#CC)OC1=CC=C(C=C1)S(=O)(=O)C1(CCN(CC1)S(=O)(=O)C(F)(F)F)C(=O)O (4-(4-but-2-ynyloxybenzenesulfonyl)-1-[(trifluoromethyl)sulfonyl]-4-piperidinecarboxylic acid), ON1N=NC2=C1C=CC=C2 (1-hydroxybenzotriazole), NO (hydroxylamine). Solvent: CN(C=O)C (dimethylformamide). Product: C(C#CC)OC1=CC=C(C=C1)S(=O)(=O)C1(CCN(CC1)S(=O)(=O)C(F)(F)F)C(=O)NO (4-(4-but-2-ynyloxy benzenesulfonyl)-N-hydroxy-1-[(trifluoromethyl)sulfonyl]-4-piperidinecarboxamide), product. Yield: 60.0%. RXN SMILES: [CH2:1]([O:5][C:6]1[CH:11]=[CH:10][C:9]([S:12]([C:15]2([C:28]([OH:30])=O)[CH2:20][CH2:19][N:18]([S:21]([C:24]([F:27])([F:26])[F:25])(=[O:23])=[O:22])[CH2:17][CH2:16]2)(=[O:14])=[O:13])=[CH:8][CH:7]=1)[C:2]#[C:3][CH3:4].[OH:31][N:32]1C2C=CC=CC=2N=N1.Cl.CN(C)CCCN=C=NCC.CN1CCOCC1.NO>CN(C)C=O>[CH2:1]([O:5][C:6]1[CH:11]=[CH:10][C:9]([S:12]([C:15]2([C:28]([NH:32][OH:31])=[O:30])[CH2:20][CH2:19][N:18]([S:21]([C:24]([F:27])([F:26])[F:25])(=[O:23])=[O:22])[CH2:17][CH2:16]2)(=[O:14])=[O:13])=[CH:8][CH:7]=1)[C:2]#[C:3][CH3:4] |f:2.3|. Reported procedure: 4-(4-but-2-ynyloxy benzenesulfonyl)-N-hydroxy-1-[(trifluoromethyl)sulfonyl]-4-piperidinecarboxamide was prepared following the procedure Example 64 (step 6). Starting from 4-(4-but-2-ynyloxybenzenesulfonyl)-1-[(trifluoromethyl)sulfonyl]-4-piperidinecarboxylic acid (145 mg, 0.31 mmol) in dimethylformamide (3 ml), 1-hydroxybenzotriazole (50 mg, 0.37 mmol), 1-[3-(dimethylamino)propyl]-3-ethylcarbodiimide hydrochloride (83 mg, 0.47 mmol), N-methylmorpholine (0.051 ml, 0.47 mmol), and hydroxylamine (... Starting materials: ice water, [H-].[Na+] (Sodium hydride), ClC1=CC=C(C=C1)NC=O (N-(4-chloro-phenyl)-formamide), FC1=NC(=CC=C1)F (2,6-Difluoropyridine). Run in CN(C=O)C (N,N-dimethylformamide). Conditions: time 15 minute. Product: ClC1=CC=C(C=C1)NC1=NC(=CC=C1)F ((4-chloro-phenyl)-(6-fluoro-pyridin-2-yl)-amine). The yield is 104.0%. Reaction SMILES: [H-].[Na+].[Cl:3][C:4]1[CH:9]=[CH:8][C:7]([NH:10][CH:11]=O)=[CH:6][CH:5]=1.[F:13][C:14]1[CH:19]=[CH:18][CH:17]=C(F)[N:15]=1>CN(C)C=O>[Cl:3][C:4]1[CH:9]=[CH:8][C:7]([NH:10][C:11]2[CH:17]=[CH:18][CH:19]=[C:14]([F:13])[N:15]=2)=[CH:6][CH:5]=1 |f:0.1|. Procedure details: Sodium hydride (1.2 g, 30.9 mmol) was added to a solution of N-(4-chloro-phenyl)-formamide (4 g, 25.7 mmol) in N,N-dimethylformamide (40 mL) and stirred for 15 minutes. 2,6-Difluoropyridine (2.96 g, 25.7 mmol) was added, the reaction mixture was stirred at 70° C. overnight and poured into a stirred ice-water solution. The resulting participate was filtrated off and dried to give (4-chloro-phenyl)-(6-fluoro-pyridin-2-yl)-amine (5.95 g) as the crude product. The crude product was used without furt... Starting materials: CNC1=CC=CC=C1 (N-methylaniline), FC(C1=C(C=CC=C1)S(=O)(=O)Cl)(F)F (2-trifluoromethylbenzene-sulfonyl chloride), [OH-].[Na+] (sodium hydroxide). Product: FC(C1=C(C=CC=C1)S(=O)(=O)N(C1=CC=CC=C1)C)(F)F (2-trifluoromethyl-N-methylbenzene-sulfonanilide). Yield: 96.0%. Reaction SMILES: [CH3:1][NH:2][C:3]1[CH:8]=[CH:7][CH:6]=[CH:5][CH:4]=1.[F:9][C:10]([F:22])([F:21])[C:11]1[CH:16]=[CH:15][CH:14]=[CH:13][C:12]=1[S:17](Cl)(=[O:19])=[O:18].[OH-].[Na+]>>[F:22][C:10]([F:9])([F:21])[C:11]1[CH:16]=[CH:15][CH:14]=[CH:13][C:12]=1[S:17]([N:2]([CH3:1])[C:3]1[CH:8]=[CH:7][CH:6]=[CH:5][CH:4]=1)(=[O:18])=[O:19] |f:2.3|. Procedure: To 0.88 g (˜0.01 mole) of freshly prepared N-methylaniline (b.p. 196° C.) is added 2.0 g (˜0.01 mole) of 2-trifluoromethylbenzene-sulfonyl chloride (98 w/w %). The mixture is stirred until hot. Ten percent sodium hydroxide is then added dropwise with stirring until the solution is slightly alkaline. The 2-trifluoromethyl-N-methylbenzene-sulfonanilide is formed as a viscous light brown liquid. It is next washed with water several times until the wash water is neutral to litmus paper, and the visc... The reactants are ClC1=CC(=C(C=C1OC)N1CC(N(CC1)C(CN1N=C(C=2C1=NC=CC2)C(=N)NO)=O)C)F (1-{2-[4-(4-Chloro-2-fluoro-5-methoxy-phenyl)-2-methyl-piperazin-1-yl]-2-oxo-ethyl}-N-hydroxy-1H-pyrazolo[3,4-b]pyridine-3-carboxamidine), C1(=CC=C(C=C1)S(=O)(=O)O)C (para-toluene sulfonic acid). Run in C(OC)(OC)OC (trimethyl orthoformate). Run at temperature 100 celsius, time 8 hour. The product is ClC1=CC(=C(C=C1OC)N1C[C@@H](N(CC1)C(CN1N=C(C=2C1=NC=CC2)C2=NOC=N2)=O)C)F (1-[(S)-4-(4-Chloro-2-fluoro-5-methoxy-phenyl)-2-methyl-piperazin-1-yl]-2-(3-[1,2,4]oxadiazol-3-yl-pyrazolo[3,4-b]pyridin-1-yl)-ethanone). Yield: 248.1%. RXN SMILES: [Cl:1][C:2]1[C:7]([O:8][CH3:9])=[CH:6][C:5]([N:10]2[CH2:15][CH2:14][N:13]([C:16](=[O:31])[CH2:17][N:18]3[C:22]4=[N:23][CH:24]=[CH:25][CH:26]=[C:21]4[C:20]([C:27]([NH:29][OH:30])=[NH:28])=[N:19]3)[CH:12]([CH3:32])[CH2:11]2)=[C:4]([F:33])[CH:3]=1.[C:34]1(C)C=CC(S(O)(=O)=O)=CC=1>C(OC)(OC)OC>[Cl:1][C:2]1[C:7]([O:8][CH3:9])=[CH:6][C:5]([N:10]2[CH2:15][CH2:14][N:13]([C:16](=[O:31])[CH2:17][N:18]3[C:22]4=[N:23][CH:24]=[CH:25][CH:26]=[C:21]4[C:20]([C:27]4[N:28]=[CH:34][O:30][N:29]=4)=[N:19]3)[C@@H:12]([CH3:32])[CH2:11]2)=[C:4]([F:33])[CH:3]=1. Procedure details: A mixture of 1-{2-[4-(4-Chloro-2-fluoro-5-methoxy-phenyl)-2-methyl-piperazin-1-yl]-2-oxo-ethyl}-N-hydroxy-1H-pyrazolo[3,4-b]pyridine-3-carboxamidine (1.2 g), trimethyl orthoformate (20 ml) and para-toluene sulfonic acid (PTSA) (0.1 g) was stirred at 100° C. overnight. The reaction mixture was concentrated in vacuo to provide a crude residue which was purified by flash chromatography to provide 1-[(S)-4-(4-Chloro-2-fluoro-5-methoxy-phenyl)-2-methyl-piperazin-1-yl]-2-(3-[1,2,4]oxadiazol-3-yl-pyraz... The reactants are ClC1=C(C=CC(=C1)C(F)(F)F)NC1=C(C=C(C=C1)S(=O)(=O)N(C1=NC=NS1)CC1=C(C=C(C=C1)OC)OC)[N+](=O)[O-] (4-((2-chloro-4-(trifluoromethyl)phenyl)amino)-N-(2,4-dimethoxybenzyl)-3-nitro-N-(1,2,4-thiadiazol-5-yl)benzenesulfonamide), C1CCOC1 (THF), C(C)(=O)O (acetic acid). Reagents/catalysts: [Fe] (iron). The solvent is C(Cl)Cl (DCM), CO (MeOH). Reaction conditions: temperature 70 celsius, time 1 hour. Product: NC=1C=C(C=CC1NC1=C(C=C(C=C1)C(F)(F)F)Cl)S(=O)(=O)N(C1=NC=NS1)CC1=C(C=C(C=C1)OC)OC (3-amino-4-((2-chloro-4-(trifluoromethyl)phenyl)amino)-N-(2,4-dimethoxybenzyl)-N-(1,2,4-thiadiazol-5-yl)benzenesulfonamide). RXN SMILES: [Cl:1][C:2]1[CH:7]=[C:6]([C:8]([F:11])([F:10])[F:9])[CH:5]=[CH:4][C:3]=1[NH:12][C:13]1[CH:18]=[CH:17][C:16]([S:19]([N:22]([CH2:28][C:29]2[CH:34]=[CH:33][C:32]([O:35][CH3:36])=[CH:31][C:30]=2[O:37][CH3:38])[C:23]2[S:27][N:26]=[CH:25][N:24]=2)(=[O:21])=[O:20])=[CH:15][C:14]=1[N+:39]([O-])=O.C1COCC1.C(O)(=O)C>C(Cl)Cl.CO.[Fe]>[NH2:39][C:14]1[CH:15]=[C:16]([S:19]([N:22]([CH2:28][C:29]2[CH:34]=[CH:33][C:32]([O:35][CH3:36])=[CH:31][C:30]=2[O:37][CH3:38])[C:23]2[S:27][N:26]=[CH:25][N:24]=2)(=[O:21])=[O:20])[CH:17]=[CH:18][C:13]=1[NH:12][C:3]1[CH:4]=[CH:5][C:6]([C:8]([F:9])([F:11])[F:10])=[CH:7][C:2]=1[Cl:1]. Procedure: A vial was charged with INTERMEDIATE T (0.250 g, 0.397 mmol), iron (0.222 g, 3.97 mmol), THF (0.25 mL), and acetic acid (0.25 mL). The vial was sealed and stirred at 70° C. for one hour. The mixture was diluted with DCM and MeOH, then filtered through a pad of Celite® (diatomaceous earth) and concentrated. The material was purified via silica gel chromatography (40 g, gradient elution 0 to 50% EtOAc:Heptane) to afford 3-amino-4-((2-chloro-4-(trifluoromethyl)phenyl)amino)-N-(2,4-dimethoxybenzyl)-... Starting materials: C(C)O (ethanol), CC(=CC(=O)OCC)\C=C\CC(CCC=C(C)C)C (trans ethyl 3,7,11-trimethyldodeca-2,4,10-trienoate), [BH4-].[Na+] (sodium borohydride), C(C)O (ethanol), mercuric acetate, [OH-].[K+] (potassium hydroxide), C(C)O (ethanol). Run at time 2 hour. The product is C(C)OC(CCCC(C/C=C/C(=CC(=O)OCC)C)C)(C)C (trans ethyl 11-ethoxy-3,7,11-trimethyldodeca-2,4-dienoate). RXN SMILES: [CH3:1][C:2](/[CH:9]=[CH:10]/[CH2:11][CH:12]([CH3:19])[CH2:13][CH2:14][CH:15]=[C:16]([CH3:18])[CH3:17])=[CH:3][C:4]([O:6][CH2:7][CH3:8])=[O:5].[OH-].[K+].[BH4-].[Na+].[CH2:24]([OH:26])[CH3:25]>>[CH2:24]([O:26][C:16]([CH3:17])([CH3:18])[CH2:15][CH2:14][CH2:13][CH:12]([CH3:19])[CH2:11]/[CH:10]=[CH:9]/[C:2]([CH3:1])=[CH:3][C:4]([O:6][CH2:7][CH3:8])=[O:5])[CH3:25] |f:1.2,3.4|. Procedure details: To a solution of 2 g. of trans ethyl 3,7,11-trimethyldodeca-2,4,10-trienoate in 20 ml. of ethanol, cooled to 0° in an ice bath, is added a suspension of 2.32 g. of mercuric acetate in 50 ml. of ethanol over 15 minutes. The reaction mixture is stirred for two hours and then, with cooling, 1.22 g. of potassium hydroxide in 20 ml. of ethanol is added. Then 0.139 g. of sodium borohydride is added in small portions and stirring continued for 30 minutes. The solution is decanted, then concentrated to ... Reactants: C(CN(CC(=O)O)CC(=O)O)N(CC(=O)O)CC(=O)O.C(C1=CC=CC=C1)NNC(=S)NN (EDTA benzylthiocarbazide), C1(C=CC(N1CCCC(=O)ON1C(CCC1=O)=O)=O)=O (N-(gamma-maleimidobutyryloxy)succinimide). Solvent: CN(C=O)C (dimethylformamide). Product: C(CN(CC(=O)O)CC(=O)O)N(CC(=O)O)CC(=O)O.C(C1=CC=CC=C1)N(NC(=S)NN)C(CCCN1C(C=CC1=O)=O)=O (EDTA benzyl(gamma-maleimidobutyryl)thiocarbazide). Reaction SMILES: [CH2:1]([N:12]([CH2:17][C:18]([OH:20])=[O:19])[CH2:13][C:14]([OH:16])=[O:15])[CH2:2][N:3]([CH2:8][C:9]([OH:11])=[O:10])[CH2:4][C:5]([OH:7])=[O:6].[CH2:21]([NH:28][NH:29][C:30]([NH:32][NH2:33])=[S:31])[C:22]1[CH:27]=[CH:26][CH:25]=[CH:24][CH:23]=1.[C:34]1(=[O:53])[N:38]([CH2:39][CH2:40][CH2:41][C:42](ON2C(=O)CCC2=O)=[O:43])[C:37](=[O:52])[CH:36]=[CH:35]1>CN(C)C=O>[CH2:2]([N:3]([CH2:8][C:9]([OH:11])=[O:10])[CH2:4][C:5]([OH:7])=[O:6])[CH2:1][N:12]([CH2:17][C:18]([OH:20])=[O:19])[CH2:13][C:14]([OH:16])=[O:15].[CH2:21]([N:28]([C:42](=[O:43])[CH2:41][CH2:40][CH2:39][N:38]1[C:37](=[O:52])[CH:36]=[CH:35][C:34]1=[O:53])[NH:29][C:30]([NH:32][NH2:33])=[S:31])[C:22]1[CH:23]=[CH:24][CH:25]=[CH:26][CH:27]=1 |f:0.1,4.5|. Procedure: The EDTA-benzylthiocarbazide prepared in step 1 (20 mg; 34 μmol) and N-(gamma-maleimidobutyryloxy)succinimide (8 mg, 29 μmol=0.9 equiv.) were stirred in anhydrous dimethylformamide for 1 h. The mixture was then evaporated to dryness, and the residue was dried under high vacuum. The reactants are BrCCCc1ccccc1, I, [Mg], C1CCOC1. Product: [Br-], [Mg+]CCCc1ccccc1. Reaction SMILES: [Br:2][CH2:3][CH2:4][CH2:5][c:6]1[cH:7][cH:8][cH:9][cH:10][cH:11]1.[I:12].[Mg:1].[O:13]1[CH2:14][CH2:15][CH2:16][CH2:17]1>>[Br-:2].[Mg+:1][CH2:3][CH2:4][CH2:5][c:6]1[cH:7][cH:8][cH:9][cH:10][cH:11]1.